From a dataset of the Open Reaction Database (ORD), a public repository of structured organic reaction records. describe an organic reaction: reactants, conditions, products, and yield The reactants are [N+](=O)([O-])C=1C=C(C(=O)OC)C=CC1OCCN1CCCC1 (Methyl 3-nitro-4-[2-(1-pyrrolidinyl)ethoxy]benzoate), Cl (HCl). Solvent: C1(=CC=CC=C1)C.CCO (toluene EtOH). Product: Cl.[N+](=O)([O-])C=1C=C(C(=O)O)C=CC1OCCN1CCCC1 (3-Nitro-4-[2-(1-pyrrolidinyl)ethoxy]benzoic Acid Hydrochloride). Yield: 90.0%. Reaction SMILES: [N+:1]([C:4]1[CH:5]=[C:6]([CH:11]=[CH:12][C:13]=1[O:14][CH2:15][CH2:16][N:17]1[CH2:21][CH2:20][CH2:19][CH2:18]1)[C:7]([O:9]C)=[O:8])([O-:3])=[O:2].[ClH:22]>C1(C)C=CC=CC=1.CCO>[ClH:22].[N+:1]([C:4]1[CH:5]=[C:6]([CH:11]=[CH:12][C:13]=1[O:14][CH2:15][CH2:16][N:17]1[CH2:21][CH2:20][CH2:19][CH2:18]1)[C:7]([OH:9])=[O:8])([O-:3])=[O:2] |f:2.3,4.5|. Reported procedure: Methyl 3-nitro-4-[2-(1-pyrrolidinyl)ethoxy]benzoate (5.9 g, 20 mmol) was mixed with 60 mL of 5 N aqueous HCl and refluxed 16 h. It was mixed with toluene/EtOH and concentrated under reduced pressure to dryness. The resulting solid was tritrated with hot EtOAc to afford 5.7 g (18 mmol, 90%) of the benzoic acid hydrochloride. The reactants are [Al+3], O=C1NCCn2c1c(-c1ccccc1)c1cc(Cl)ccc12, [H-], [H-], [H-], [H-], [Li+], C1CCOC1, O. Yields the product Clc1ccc2c(c1)c(-c1ccccc1)c1n2CCNC1. Reaction SMILES: [Al+3:2].[Cl:7][c:8]1[cH:9][c:10]2[c:11](-[c:22]3[cH:23][cH:24][cH:25][cH:26][cH:27]3)[c:12]3[n:13]([c:14]2[cH:15][cH:16]1)[CH2:17][CH2:18][NH:19][C:20]3=[O:21].[H-:1].[H-:4].[H-:5].[H-:6].[Li+:3].[O:29]1[CH2:30][CH2:31][CH2:32][CH2:33]1.[OH2:28]>>[Cl:7][c:8]1[cH:9][c:10]2[c:11](-[c:22]3[cH:23][cH:24][cH:25][cH:26][cH:27]3)[c:12]3[n:13]([c:14]2[cH:15][cH:16]1)[CH2:17][CH2:18][NH:19][CH2:20]3. The reactants are CC=1OC2=C(C=CC=C2C(C1)=O)C=C(C(=O)OCC)C(C)=O (ethyl 2-[(2-methyl-4-oxo-4H-chromen-8-yl)methylene]-3-oxobutanoate), NC(=CC#N)C(F)(F)F (3-amino-4,4,4-trifluorobut-2-enenitrile), CC(C)([O-])C.[K+] (potassium tert-butoxide). The solvent is CC(C)O (2-propanol). Product: C(#N)C=1C(C(=C(NC1C(F)(F)F)C)C(=O)OCC)C=1C=CC=C2C(C=C(OC12)C)=O (Ethyl 5-cyano-2-methyl-4-(2-methyl-4-oxo-4H-chromen-8-yl)-6-(trifluoromethyl)-1,4-dihydropyridine-3-carboxylate). Reaction SMILES: [CH3:1][C:2]1[O:3][C:4]2[C:9]([C:10](=[O:12])[CH:11]=1)=[CH:8][CH:7]=[CH:6][C:5]=2[CH:13]=[C:14]([C:20](=O)[CH3:21])[C:15]([O:17][CH2:18][CH3:19])=[O:16].[NH2:23][C:24]([C:28]([F:31])([F:30])[F:29])=[CH:25][C:26]#[N:27].CC(C)([O-])C.[K+]>CC(O)C>[C:26]([C:25]1[CH:13]([C:5]2[CH:6]=[CH:7][CH:8]=[C:9]3[C:4]=2[O:3][C:2]([CH3:1])=[CH:11][C:10]3=[O:12])[C:14]([C:15]([O:17][CH2:18][CH3:19])=[O:16])=[C:20]([CH3:21])[NH:23][C:24]=1[C:28]([F:31])([F:30])[F:29])#[N:27] |f:2.3|. Procedure details: A solution of 310 mg (1.03 mmol) of ethyl 2-[(2-methyl-4-oxo-4H-chromen-8-yl)methylene]-3-oxobutanoate in 30 ml of 2-propanol is mixed with 140.47 mg (1.03 mmol) of 3-amino-4,4,4-trifluorobut-2-enenitrile [preparation analogous to K. Krespan, J. Org. Chem. 34, 42-45 (1969)] and 17.38 mg (0.15 mmol) of potassium tert-butoxide and stirred under reflux for 12 h. After cooling, the mixture is concentrated. The residue is purified on an Analogix cartridge (F12M) (mobile phase: cyclohexane/ethyl aceta... Starting materials: ClC=1C=C(C=CC1OC)C1=NOC=C1C(=O)O (3-(3-chloro-4-methoxyphenyl)isoxazole-4-carboxylic acid), C(C)N(C(C)C)C(C)C (N-ethyl-N-isopropylpropan-2-amine), CN(C)C(=[N+](C)C)ON1C2=C(C=CC=C2)N=N1.[B-](F)(F)(F)F (TBTU), Cl.N1C[C@@H](CCC1)C(C)(C)O (2-[(3R)-piperidin-3-yl]propan-2-ol hydrochloride). The solvent is CN(C)C=O (DMF). The product is ClC=1C=C(C=CC1OC)C1=NOC=C1C(=O)N1C[C@@H](CCC1)C(C)(C)O (2-((3R)-1-{[3-(3-chloro-4-methoxyphenyl)isoxazol-4-yl]carbonyl}piperidin-3-yl)propan-2-ol). The yield is 72.6%. RXN SMILES: [Cl:1][C:2]1[CH:3]=[C:4]([C:10]2[C:14]([C:15]([OH:17])=O)=[CH:13][O:12][N:11]=2)[CH:5]=[CH:6][C:7]=1[O:8][CH3:9].C(N(C(C)C)C(C)C)C.CN(C(ON1N=NC2C=CC=CC1=2)=[N+](C)C)C.[B-](F)(F)(F)F.Cl.[NH:50]1[CH2:55][CH2:54][CH2:53][C@@H:52]([C:56]([OH:59])([CH3:58])[CH3:57])[CH2:51]1>CN(C=O)C>[Cl:1][C:2]1[CH:3]=[C:4]([C:10]2[C:14]([C:15]([N:50]3[CH2:55][CH2:54][CH2:53][C@@H:52]([C:56]([OH:59])([CH3:58])[CH3:57])[CH2:51]3)=[O:17])=[CH:13][O:12][N:11]=2)[CH:5]=[CH:6][C:7]=1[O:8][CH3:9] |f:2.3,4.5|. Reported procedure: A solution of 3-(3-chloro-4-methoxyphenyl)isoxazole-4-carboxylic acid (10 mg, 0.04 mmol), N-ethyl-N-isopropylpropan-2-amine (14 μL, 0.08 mmol, 2 equ.) and TBTU (15 mg, 0.046 mmol, 1.2 equ.) in DMF (0.3 mL) was added to 2-[(3R)-piperidin-3-yl]propan-2-ol hydrochloride (7 mg, 0.04 mmol). After 1 h at rt the crude product was purified by RP-HPLC, evaporated and dried in vacuum to yield the title compound (11 mg). MS (ESI, pos. ion) m/z 379 (M+1); HRMS, calcd for C19H23ClN2O4: 378.1346, found 378.13... Reactants: N (ammonia), ClC1=CC=C(C=C1)C(F)(F)F (para-chlorobenzotrifluoride), cuprous chloride, [F-].[K+] (potassium fluoride), N (ammonia), CCCCCCCCCCC (n-undecane). The solvent is CO (methanol). Run at temperature 200 celsius. The product is NC1=CC=C(C=C1)C(F)(F)F (para-aminobenzotrifluoride). Isolated yield 12.8%. Reaction SMILES: Cl[C:2]1[CH:7]=[CH:6][C:5]([C:8]([F:11])([F:10])[F:9])=[CH:4][CH:3]=1.[F-].[K+].[NH3:14].CCCCCCCCCCC>CO>[NH2:14][C:2]1[CH:7]=[CH:6][C:5]([C:8]([F:11])([F:10])[F:9])=[CH:4][CH:3]=1 |f:1.2|. Procedure: A mixture of 4.806 g of para-chlorobenzotrifluoride, 0.4991 g of cuprous chloride, 3.103 g of potassium fluoride, 13 g of ammonia, 17.9241 g of methanol, and 0.1961 g of n-undecane was heated at 200° C for 5 hrs in an 80 ml Hastelloy shaker tube. After cooling and venting the ammonia, the product mixture was removed. Most of the methanol and para-chlorobenzotrifluoride were distilled out of the product mixture. The remaining solution was diluted with diethyl ether and extracted with 0.5 M KOH to...